This data is from the Open Reaction Database (ORD), a public repository of structured organic reaction records. The task is: describe an organic reaction: reactants, conditions, products, and yield Reactants: NC1=NC(=NC(=C1)Cl)SCC1=CC=C(C=C1)OC (4-amino-6-chloro-2-(4-methoxyphenylmethylthio)-pyrimidine), FC(C(=O)O)(F)F (trifluoroacetic acid). Product: C1=C(NC(=S)N=C1N)Cl (4amino-6-chloro-2-thio-pyrimidine). As a reaction SMILES: [NH2:1][C:2]1[CH:7]=[C:6]([Cl:8])[N:5]=[C:4]([S:9]CC2C=CC(OC)=CC=2)[N:3]=1.FC(F)(F)C(O)=O>>[CH:7]1[C:2]([NH2:1])=[N:3][C:4](=[S:9])[NH:5][C:6]=1[Cl:8]. Reported procedure: 4-amino-6-chloro-2-(4-methoxyphenylmethylthio)-pyrimidine (11.0 g, 39.15 mmol: Cpd #93) and trifluoroacetic acid (84 ml) are heated to reflux for 20 hours, then the excess solvent is removed in vacuo. The sample is triturated with chloroform then stirred with ether and filtered. The solid is washed with ether then air dried, mp >320° C. Starting materials: N1C(=O)C(=O)C2=CC=CC=C12 (isatine), C1(CCCCC1)C(=O)NN (cyclohexanecarbohydrazide). Product: C(CCCCC)N1C(\C(\C2=CC=CC=C12)=N/NC(=O)C1CCCCC1)=O (N′-[(3Z)-1-hexyl-2-oxo-1,2-dihydro-3H-indol-3-ylidene]cyclohexanecarbohydrazide). Yield: 45.0%. As a reaction SMILES: [NH:1]1[C:11]2[C:6](=[CH:7][CH:8]=[CH:9][CH:10]=2)[C:4](=O)[C:2]1=[O:3].[CH:12]1([C:18]([NH:20][NH2:21])=[O:19])[CH2:17][CH2:16][CH2:15][CH2:14][CH2:13]1>>[CH2:2]([N:1]1[C:11]2[C:6](=[CH:7][CH:8]=[CH:9][CH:10]=2)/[C:4](=[N:21]/[NH:20][C:18]([CH:12]2[CH2:17][CH2:16][CH2:15][CH2:14][CH2:13]2)=[O:19])/[C:2]1=[O:3])[CH2:4][CH2:6][CH2:7][CH2:8][CH3:9]. Reported procedure: The title compound was prepared as a yellow solid, using isatin 3 and cyclohexanecarbohydrazide according to the synthetic method E. The resulting solid was washed with ethanol. Yield: 45%. 1H NMR (DMSO-d6): δ δ 0.85 (t, J=6.8 Hz, 3H), 1.24-1.83 (m, 19H), 3.74 (t, J=6.9 Hz, 2H), 7.15 (t, J=7.5 Hz, 1H), 7.19 (d, J=7.8 Hz, 1H), 7.45 (t, J=7.8 Hz, 1H), 7.48 (d, J=7.5 Hz, 1H), 7.59 (d, 3H), 12.34 (br s, isomer 1: 50%, 0.5; H), 13.00 (br s, isomer 2: 50%, 0.5; H), both isomer are in the same proporti... Starting materials: NC1=CC=C2C(=N1)C(=CN2)C2CCN(CC2)C (5-amino-3-(1-methylpiperidin-4-yl)pyrrolo[3,2-b]pyridine), S1C=C(C=C1)C(=O)Cl (3-thiophenecarbonyl chloride). Yields the product S1C=C(C=C1)C(=O)NC1=CC=C2C(=N1)C(=CN2)C2CCN(CC2)C (5-(N-[3-thiophenecarbonyl]amino)-3-(1-methylpiperidin-4-yl)pyrrolo[3,2-b]pyridine). Yield: 64.2%. Reaction SMILES: [NH2:1][C:2]1[N:7]=[C:6]2[C:8]([CH:11]3[CH2:16][CH2:15][N:14]([CH3:17])[CH2:13][CH2:12]3)=[CH:9][NH:10][C:5]2=[CH:4][CH:3]=1.[S:18]1[CH:22]=[CH:21][C:20]([C:23](Cl)=[O:24])=[CH:19]1>>[S:18]1[CH:22]=[CH:21][C:20]([C:23]([NH:1][C:2]2[N:7]=[C:6]3[C:8]([CH:11]4[CH2:16][CH2:15][N:14]([CH3:17])[CH2:13][CH2:12]4)=[CH:9][NH:10][C:5]3=[CH:4][CH:3]=2)=[O:24])=[CH:19]1. Procedure: Beginning with 1.5 gm (6.5 mMol) 5-amino-3-(1-methylpiperidin-4-yl)pyrrolo[3,2-b]pyridine and 1.2 gm (7.8 mMol) 3-thiophenecarbonyl chloride, 1.42 gm (64%) of the title compound were prepared essentially by the procedure described in Example 4. Starting materials: C(C1=CC=CC=C1)OC[C@H]1NS(CC1)(=O)=O ((S)-3-benzyloxymethylisothiazolidine 1,1-dioxide), C1(CC1)C=1C(=NC=C(C1)C1CC1)N1CCN(CC1)C(=O)C1=C(C=C(C=C1)I)F ([4-(3,5-dicyclopropylpyridin-2-yl)piperazin-1-yl](2-fluoro-4-iodophenyl)methanone). The product is C1(CC1)C=1C(=NC=C(C1)C1CC1)N1CCN(CC1)C(=O)C1=C(C=C(C=C1)N1S(CC[C@H]1CO)(=O)=O)F ((S)-[4-(3,5-dicyclopropylpyridin-2-yl)piperazin-1-yl][2-fluoro-4-(3-hydroxymethyl-1,1-dioxo-1λ6-isothiazolidin-2-yl)phenyl]methanone). Yield: 43.6%. Reaction SMILES: C([O:8][CH2:9][C@@H:10]1[CH2:14][CH2:13][S:12](=[O:16])(=[O:15])[NH:11]1)C1C=CC=CC=1.[CH:17]1([C:20]2[C:21]([N:29]3[CH2:34][CH2:33][N:32]([C:35]([C:37]4[CH:42]=[CH:41][C:40](I)=[CH:39][C:38]=4[F:44])=[O:36])[CH2:31][CH2:30]3)=[N:22][CH:23]=[C:24]([CH:26]3[CH2:28][CH2:27]3)[CH:25]=2)[CH2:19][CH2:18]1>>[CH:17]1([C:20]2[C:21]([N:29]3[CH2:30][CH2:31][N:32]([C:35]([C:37]4[CH:42]=[CH:41][C:40]([N:11]5[C@H:10]([CH2:9][OH:8])[CH2:14][CH2:13][S:12]5(=[O:15])=[O:16])=[CH:39][C:38]=4[F:44])=[O:36])[CH2:33][CH2:34]3)=[N:22][CH:23]=[C:24]([CH:26]3[CH2:28][CH2:27]3)[CH:25]=2)[CH2:18][CH2:19]1. Procedure details: Using (S)-3-benzyloxymethylisothiazolidine 1,1-dioxide (393 mg) described in Preparation Example 1 and [4-(3,5-dicyclopropylpyridin-2-yl)piperazin-1-yl](2-fluoro-4-iodophenyl)methanone (800 mg) described in Preparation Example 164 and by the reaction and treatment in the same manner as in Example 32, the title compound (365 mg) was obtained. Reactants: C(C1=CC=CO1)=O (furfural), Cl (hydrochloric acid), [OH-].[Na+] (sodium hydroxide), C(CCC)[Li] (butyl-lithium), BrC1=NC=CC(=C1C)C (2-bromo-3,4-dimethylpyridine). The solvent is CCOCC (ether), CCOCC (ether), CCOCC (ether). Run at temperature -40 celsius, time 30 minute. Product: O1C(=CC=C1)C(O)C1=NC=CC(=C1C)C (2-furyl-(3,4-dimethyl-2-pyridyl)-carbinol). The yield is 24.0%. RXN SMILES: C([Li])CCC.Br[C:7]1[C:12]([CH3:13])=[C:11]([CH3:14])[CH:10]=[CH:9][N:8]=1.[CH:15](=[O:21])[C:16]1[O:20][CH:19]=[CH:18][CH:17]=1.Cl.[OH-].[Na+]>CCOCC>[O:20]1[CH:19]=[CH:18][CH:17]=[C:16]1[CH:15]([C:7]1[C:12]([CH3:13])=[C:11]([CH3:14])[CH:10]=[CH:9][N:8]=1)[OH:21] |f:4.5|. Reported procedure: To 120 ml of a 0.74 M ether solution of butyl-lithium, there is slowly added under nitrogen atmosphere a solution of 10 g of 2-bromo-3,4-dimethylpyridine in 25 ml of anhydrous ether, the temperature being maintained at -40° C. Once the addition is concluded stirring is continued for one hour and 30 minutes, maintaining the same temperature. The temperature is increased to -25° C. and a solution of 5.3 ml of recently distilled furfural in 10 ml of anhydrous ether is added dropwise, following whic... Starting materials: [N+](=O)([O-])C1=CC=C(C(=O)N2CC=3N(CC4=C2OC=C4)C=CC3)C=C1 (9,10-dihydro-10-(4-nitrobenzoyl)-4H-furo[2,3-e]pyrrolo[1,2-a][1,4]-diazepine), NN (hydrazine). Reagents/catalysts: [Pd] (Pd/C). Solvent: C(C)O (ethyl alcohol). The product is C=1C=2N(CC=CN1)C=CC2 (pyrrolo[1,2-a][1,4]diazepine). RXN SMILES: [N+](C1C=CC(C([N:10]2[C:16]3OC=C[C:15]=3[CH2:14][N:13]3[CH:20]=[CH:21][CH:22]=[C:12]3[CH2:11]2)=O)=CC=1)([O-])=O.NN>C(O)C.[Pd]>[CH:11]1[C:12]2[N:13]([CH:20]=[CH:21][CH:22]=2)[CH2:14][CH:15]=[CH:16][N:10]=1. Reported procedure: To a solution of i mmol of 9,10-dihydro-10-(4-nitrobenzoyl)-4H-furo[2,3-e]pyrrolo[1,2-a][1,4]-diazepine in 20 ml of ethyl alcohol is added 0.2 g of 10% Pd/C and 2.5 mmol of hydrazine followed by stirring and heating under reflux for 3 hours. The room temperature reaction mixture is filtered through diatomaceous earth and the filtrate concentrated in vacuo. The residue is dissolved in methylene chloride and passed through a thin pad of hydrous magnesium silicate. The filtrate is concentrated in v...